From a dataset of the Open Reaction Database (ORD), a public repository of structured organic reaction records. describe an organic reaction: reactants, conditions, products, and yield Starting materials: CCO, NC1CCCCC1, CCOC(=O)CS. Product: O=C(CS)NC1CCCCC1. As a reaction SMILES: [CH3:15][CH2:16][OH:17].[NH2:8][CH:9]1[CH2:10][CH2:11][CH2:12][CH2:13][CH2:14]1.[SH:1][CH2:2][C:3]([O:5][CH2:4][CH3:6])=[O:7]>>[SH:1][CH2:2][C:3](=[O:5])[NH:8][CH:9]1[CH2:10][CH2:11][CH2:12][CH2:13][CH2:14]1. Starting materials: COCCO[Al+]OCCOC, O=C1COC(c2ccc(F)cc2)CN1Cc1ccccc1, [H-], [H-], [Na+], O=C1COCCN1, C1CCOC1. Yields the product Fc1ccc(C2CN(Cc3ccccc3)CCO2)cc1. RXN SMILES: [CH3:23][O:24][CH2:25][CH2:26][O:27][Al+:28][O:29][CH2:30][CH2:31][O:32][CH3:33].[F:1][c:2]1[cH:3][cH:4][c:5]([CH:8]2[CH2:9][N:10]([CH2:15][c:16]3[cH:17][cH:18][cH:19][cH:20][cH:21]3)[C:11](=[O:14])[CH2:12][O:13]2)[cH:6][cH:7]1.[H-:22].[H-:35].[Na+:34].[O:36]1[CH2:37][CH2:38][NH:39][C:40](=[O:41])[CH2:42]1.[O:43]1[CH2:44][CH2:45][CH2:46][CH2:47]1>>[F:1][c:2]1[cH:3][cH:4][c:5]([CH:8]2[CH2:9][N:10]([CH2:15][c:16]3[cH:17][cH:18][cH:19][cH:20][cH:21]3)[CH2:11][CH2:12][O:13]2)[cH:6][cH:7]1. Reactants: BrCC1=CC=C(C(=O)C2=CC=C(C=C2)Cl)C=C1 (4-bromomethyl-4'-chlorobenzophenone), NC(=S)N (thiourea). The solvent is CC(=O)C (acetone). Product: [Br-].ClC1=CC=C(C(=O)C2=CC=C(CSC(=[NH2+])N)C=C2)C=C1 (S-(4-(4-chlorobenzoyl)benzyl)thiouronium bromide). Isolated yield 85.4%. Reaction SMILES: [Br:1][CH2:2][C:3]1[CH:17]=[CH:16][C:6]([C:7]([C:9]2[CH:14]=[CH:13][C:12]([Cl:15])=[CH:11][CH:10]=2)=[O:8])=[CH:5][CH:4]=1.[NH2:18][C:19]([NH2:21])=[S:20]>CC(C)=O>[Br-:1].[Cl:15][C:12]1[CH:13]=[CH:14][C:9]([C:7]([C:6]2[CH:16]=[CH:17][C:3]([CH2:2][S:20][C:19]([NH2:21])=[NH2+:18])=[CH:4][CH:5]=2)=[O:8])=[CH:10][CH:11]=1 |f:3.4|. Procedure details: An acetone solution (500 ml) of 4-bromomethyl-4'-chlorobenzophenone (31 g) and thiourea (10 g) was heated for 30 minutes with refluxing. The precipitated crystals were then collected by filtration and washed with acetone to obtain S-(4-(4-chlorobenzoyl)benzyl)thiouronium bromide (33 g). Starting materials: C1(=CCCCC1)CO (cyclohexene methanol), C(C)(C)O (isopropyl alcohol), Cl (HCl), O (H2O), C1(=CC=CC=C1)C (toluene). Yields the product CC12OC(C(C(C1)C)CC2)C(C)C (1,5-dimethyl-3-isopropyl-2-oxabicyclo[2.2.2]octane). As a reaction SMILES: [C:1]1([CH2:7]O)[CH2:6][CH2:5][CH2:4][CH2:3][CH:2]=1.[CH:9]([OH:12])([CH3:11])[CH3:10].Cl.O.[C:15]1(C)C=CC=C[CH:16]=1>>[CH3:10][C:9]12[CH2:3][CH2:4][CH:5]([CH:15]([CH3:16])[CH2:11]1)[CH:6]([CH:1]([CH3:2])[CH3:7])[O:12]2. Procedure details: A solution of 130 grams of 2,4-dimethyl-alpha-isopropyl-3:cyclohexene methanol, 300 grams of isopropyl alcohol and 1000 ml of concentrated HCl is heated 21/2 hours at reflux. The reaction mass is cooled and 1500 ml of H2O and 100 ml of toluene is added with stirring. The aqueous layer is discarded and the organic layer is washed twice with water, neutralizing with aqueous caustic soda on the second wash. The organic layer is distilled through a 48" Vigreux column affording 25 grams of 1,5-dimeth...